Dataset: the Open Reaction Database (ORD), a public repository of structured organic reaction records. Task: describe an organic reaction: reactants, conditions, products, and yield Reaction SMILES: [C:1]([O:5][C:6]([N:8]1[CH2:11][CH:10]([O:12]S(C)(=O)=O)[CH2:9]1)=[O:7])([CH3:4])([CH3:3])[CH3:2].[CH:17]1([CH2:20][O:21][C:22]2[CH:27]=[CH:26][C:25](O)=[CH:24][CH:23]=2)[CH2:19][CH2:18]1.C([O-])([O-])=O.[Cs+].[Cs+].O>CN(C=O)C>[C:1]([O:5][C:6]([N:8]1[CH2:11][CH:10]([O:12][C:25]2[CH:26]=[CH:27][C:22]([O:21][CH2:20][CH:17]3[CH2:18][CH2:19]3)=[CH:23][CH:24]=2)[CH2:9]1)=[O:7])([CH3:4])([CH3:3])[CH3:2] |f:2.3.4|. Procedure: A mixture of 2.6 g (10.4 mmol) 3-methanesulfonyloxy-azetidine-1-carboxylic acid tert-butyl ester, 1.7 g (10.4 mmol) 4-cyclopropylmethoxy-phenol and 6.7 g (20.7 mmol) Cs2CO3 in 60 mL DMF is stirred for 12 h at 80° C. Water is added and the mixture is extracted with ethyl acetate (2×). The combined organic layers are washed with NaHCO3 solution and are dried over MgSO4. The solvent is evaporated and the residue is purified by column chromatography (silica gel; PE/ethyl acetate; gradient 9:1→8:2) t... Solvent: CN(C)C=O (DMF). Yields the product C(C)(C)(C)OC(=O)N1CC(C1)OC1=CC=C(C=C1)OCC1CC1 (3-(4-Cyclopropylmethoxy-phenoxy)-azetidine-1-carboxylic acid tert-butyl ester). The reactants are O (Water), C(C)(C)(C)OC(=O)N1CC(C1)OS(=O)(=O)C (3-methanesulfonyloxy-azetidine-1-carboxylic acid tert-butyl ester), C1(CC1)COC1=CC=C(C=C1)O (4-cyclopropylmethoxy-phenol), C(=O)([O-])[O-].[Cs+].[Cs+] (Cs2CO3). Conditions: temperature 80 celsius, time 12 hour. Reported procedure: The title compound, MS: m/e=362.8 (M+H+), was prepared in accordance with the general method of example 1b from 2-bromo-3,5-dimethyl-3H-imidazole-4-carboxylic acid ethyl ester and 1-(3-ethynyl-phenyl)-2,5-dimethyl-1H-pyrrole. The reactants are C(C)OC(=O)C=1N(C(=NC1C)Br)C (2-bromo-3,5-dimethyl-3H-imidazole-4-carboxylic acid ethyl ester), C(#C)C=1C=C(C=CC1)N1C(=CC=C1C)C (1-(3-ethynyl-phenyl)-2,5-dimethyl-1H-pyrrole). The product is C(C)OC(=O)C=1N(C(=NC1C)C#CC1=CC(=CC=C1)N1C(=CC=C1C)C)C (2-[3-(2,5-Dimethyl-pyrrol-1-yl)-phenylethynyl]-3,5-dimethyl-3H-imidazole-4-carboxylic acid ethyl ester). RXN SMILES: [CH2:1]([O:3][C:4]([C:6]1[N:7]([CH3:13])[C:8](Br)=[N:9][C:10]=1[CH3:11])=[O:5])[CH3:2].[C:14]([C:16]1[CH:17]=[C:18]([N:22]2[C:26]([CH3:27])=[CH:25][CH:24]=[C:23]2[CH3:28])[CH:19]=[CH:20][CH:21]=1)#[CH:15]>>[CH2:1]([O:3][C:4]([C:6]1[N:7]([CH3:13])[C:8]([C:15]#[C:14][C:16]2[CH:21]=[CH:20][CH:19]=[C:18]([N:22]3[C:26]([CH3:27])=[CH:25][CH:24]=[C:23]3[CH3:28])[CH:17]=2)=[N:9][C:10]=1[CH3:11])=[O:5])[CH3:2]. Starting materials: N1CCC2(CC1)NC1=CC=CCC1=C1C2=C2C=CC=CC2=N1 (5,6-dihydrospiro[1H-indolo[3,2-c]quinoline-6,4'-piperidine]), C(=O)([O-])[O-].[K+].[K+] (K2CO3), C[Si](C)(C)N=C=O (trimethylsilyl isocyanate). Solvent: C1CCOC1 (THF). Reaction conditions: time 8 hour. Yields the product NC(=O)N1CCC2(CC1)NC1=CC=CCC1=C1C2=C2C=CC=CC2=N1 (1'-Aminocarbonyl-5,6-dihydrospiro[1H-indolo-[3,2-c]quinoline-6,4'-piperidine]). Reaction SMILES: [NH:1]1[CH2:6][CH2:5][C:4]2([C:15]3=[C:16]4[C:21](=[N:22][C:14]3=[C:13]3[C:8](=[CH:9][CH:10]=[CH:11][CH2:12]3)[NH:7]2)[CH:20]=[CH:19][CH:18]=[CH:17]4)[CH2:3][CH2:2]1.C([O-])([O-])=O.[K+].[K+].C[Si]([N:33]=[C:34]=[O:35])(C)C>C1COCC1>[NH2:33][C:34]([N:1]1[CH2:2][CH2:3][C:4]2([C:15]3=[C:16]4[C:21](=[N:22][C:14]3=[C:13]3[C:8](=[CH:9][CH:10]=[CH:11][CH2:12]3)[NH:7]2)[CH:20]=[CH:19][CH:18]=[CH:17]4)[CH2:5][CH2:6]1)=[O:35] |f:1.2.3|. Reported procedure: To a solution of 4 g of 5,6-dihydrospiro[1H-indolo[3,2-c]quinoline-6,4'-piperidine] in 100 ml of THF were added 9.7 g of K2CO3 and 13.9 ml of trimethylsilyl isocyanate (32% xylene by weight). The mixture was stirred overnight at room temperature and filtered. Subsequently, an additional 5.6 ml of trimethylsilyl isocyanate was added and the resultant solution was stirred for 30 minutes at room temperature. Concentration gave a solid/gum mixture which was triturated with H2O to give 3.07 g of soli... The reactants are [Al+3], CC(C)COc1ccc(C=O)cc1, COCC(=O)Cl, [Cl-], [Cl-], [Cl-], C[N+](=O)[O-], O. The product is CC(C)COc1ccc(C=O)cc1CCl. Reaction SMILES: [Al+3:15].[CH2:1]([CH:2]([CH3:3])[CH3:4])[O:5][c:6]1[cH:7][cH:8][c:9]([CH:10]=[O:11])[cH:12][cH:13]1.[CH3:22][O:23][CH2:24][C:25](=[O:26])[Cl:27].[Cl-:14].[Cl-:16].[Cl-:17].[N+:18]([CH3:19])([O-:20])=[O:21].[OH2:28]>>[CH2:1]([CH:2]([CH3:3])[CH3:4])[O:5][c:6]1[cH:7][cH:8][c:9]([CH:10]=[O:11])[cH:12][c:13]1[CH2:25][Cl:27]. Reactants: O1C(COC2=C(C#N)C=CC=C2)C1 (2-(2,3-epoxypropoxy)benzonitrile), NCCCCOC1=CC=C(C(C(=O)N)=C1)O (5-(4-aminobutoxy)salicylamide), O (water). Solvent: CS(=O)C (dimethyl sulphoxide). Run at time 1 hour. Product: C(N)(=O)C=1C=C(OCCCCNCC(COC2=C(C=CC=C2)C#N)O)C=CC1O (1-[4-(3-carbamoyl-4-hydroxyphenoxy)butylamino]-3-(2-cyanophenoxy)propan-2-ol). As a reaction SMILES: [O:1]1[CH2:13][CH:2]1[CH2:3][O:4][C:5]1[CH:12]=[CH:11][CH:10]=[CH:9][C:6]=1[C:7]#[N:8].[NH2:14][CH2:15][CH2:16][CH2:17][CH2:18][O:19][C:20]1[CH:28]=[C:24]([C:25]([NH2:27])=[O:26])[C:23]([OH:29])=[CH:22][CH:21]=1.O>CS(C)=O>[C:25]([C:24]1[CH:28]=[C:20]([CH:21]=[CH:22][C:23]=1[OH:29])[O:19][CH2:18][CH2:17][CH2:16][CH2:15][NH:14][CH2:13][CH:2]([OH:1])[CH2:3][O:4][C:5]1[CH:12]=[CH:11][CH:10]=[CH:9][C:6]=1[C:7]#[N:8])(=[O:26])[NH2:27]. Reported procedure: 7.3 g of 2-(2,3-epoxypropoxy)benzonitrile are added to a solution of 6.7 g of 5-(4-aminobutoxy)salicylamide in 60 ml of dimethyl sulphoxide and the mixture is stirred for 1 hour in a bath at 90°. The reaction mixture is poured into 300 ml of water and extracted twice with 200 ml of ethyl acetate each time. Working up analogously to Example 23 yields crude 1-[4-(3-carbamoyl-4-hydroxyphenoxy)butylamino]-3-(2-cyanophenoxy)propan-2-ol as a viscous oil, the IR- and 1H-NMR-spectra of which are in conc... The reactants are C(C)(C)(C)C=1C=C(N(N1)C1=CC=C(C=C1)C)NC(=O)NC1=CN=C(C2=CC=CC=C12)N1CCN(CC1)C(C(C)(C)C)=O (1-(5-tert-butyl-2-p-tolyl-2H-pyrazol-3-yl)-3-{1-[4-(2,2-dimethyl-propionyl)-piperazin-1-yl]-isoquinolin-4-yl}-urea), CS(=O)(=O)O (methanesulfonic acid). The solvent is ClCCl (dichloromethane). Yields the product S(C)(=O)(=O)O.C(C)(C)(C)C=1C=C(N(N1)C1=CC=C(C=C1)C)NC(=O)NC1=CN=C(C2=CC=CC=C12)N1CCN(CC1)C(C(C)(C)C)=O (1-(5-tert-Butyl-2-p-tolyl-2H-pyrazol-3-yl)-3-{1-[4-(2,2-dimethyl-propionyl)-piperazin-1-yl]-isoquinolin-4yl}-urea mesylate). Reaction SMILES: [C:1]([C:5]1[CH:6]=[C:7]([NH:17][C:18]([NH:20][C:21]2[C:30]3[C:25](=[CH:26][CH:27]=[CH:28][CH:29]=3)[C:24]([N:31]3[CH2:36][CH2:35][N:34]([C:37](=[O:42])[C:38]([CH3:41])([CH3:40])[CH3:39])[CH2:33][CH2:32]3)=[N:23][CH:22]=2)=[O:19])[N:8]([C:10]2[CH:15]=[CH:14][C:13]([CH3:16])=[CH:12][CH:11]=2)[N:9]=1)([CH3:4])([CH3:3])[CH3:2].[CH3:43][S:44]([OH:47])(=[O:46])=[O:45]>ClCCl>[S:44]([OH:47])(=[O:46])(=[O:45])[CH3:43].[C:1]([C:5]1[CH:6]=[C:7]([NH:17][C:18]([NH:20][C:21]2[C:30]3[C:25](=[CH:26][CH:27]=[CH:28][CH:29]=3)[C:24]([N:31]3[CH2:36][CH2:35][N:34]([C:37](=[O:42])[C:38]([CH3:41])([CH3:40])[CH3:39])[CH2:33][CH2:32]3)=[N:23][CH:22]=2)=[O:19])[N:8]([C:10]2[CH:15]=[CH:14][C:13]([CH3:16])=[CH:12][CH:11]=2)[N:9]=1)([CH3:3])([CH3:4])[CH3:2] |f:3.4|. Reported procedure: Stir 1-(5-tert-butyl-2-p-tolyl-2H-pyrazol-3-yl)-3-{1-[4-(2,2-dimethyl-propionyl)-piperazin-1-yl]-isoquinolin-4-yl}-urea at room temperature. Add 1N methanesulfonic acid solution in dichloromethane to form the title compound. LCMS ES+ (m/z) 568 [M+H].